From a dataset of the Open Reaction Database (ORD), a public repository of structured organic reaction records. describe an organic reaction: reactants, conditions, products, and yield Reactants: CC1=CC=C(C=C1)CC(C#N)CC1=CC=CC=C1 (α-[(4-methylphenyl)methyl]-benzenepropanenitrile), C1(=CC=CC=C1)C (toluene), C1(=CC=CC=C1)C (toluene), [C-]#N.[Na+] (sodium cyanide), CC1=CC=C(CCl)C=C1 (4-methylbenzyl chloride). Solvent: [OH-].[Na+] (NaOH). Run at temperature 40 celsius, time 48 hour. Product: CC1=CC=C(C=C1)CC(C#N)(CC1=CC=C(C=C1)C)C1=CC=C(C=C1)C (4-methyl-α-(4-methylphenyl)-α-[(4-methylphenyl)methyl]-benzenepropanenitrile). Reaction SMILES: [CH3:1][C:2]1[CH:7]=[CH:6][C:5]([CH2:8][CH:9]([CH2:12][C:13]2[CH:18]=[CH:17][CH:16]=[CH:15][CH:14]=2)[C:10]#[N:11])=[CH:4][CH:3]=1.[C-]#N.[Na+].[CH3:22][C:23]1[CH:30]=[CH:29][C:26](CCl)=[CH:25][CH:24]=1.[C:31]1(C)C=CC=CC=1>[OH-].[Na+]>[CH3:31][C:16]1[CH:17]=[CH:18][C:13]([CH2:12][C:9]([C:26]2[CH:29]=[CH:30][C:23]([CH3:22])=[CH:24][CH:25]=2)([CH2:8][C:5]2[CH:6]=[CH:7][C:2]([CH3:1])=[CH:3][CH:4]=2)[C:10]#[N:11])=[CH:14][CH:15]=1 |f:1.2,5.6|. Procedure details: Part b. Preparation of 4-Methyl-(α-(4-methylphenyl)-(α-[(4-methylphenyl)methyl]-benzenepropanenitrile: A flask containing 1.0 g (2 mmol) of sodium cyanide (95%) dissolved in 5 mL of 50% NaOH aqueous solution is charged with 0.3 g silica catalyst, followed by 4-methylbenzyl chloride (6.8 mmol) and 1 mL toluene. The flask is placed in an oil bath and heated at 40° C. with stirring for 48 h, after which 10 mL toluene is added. The organic layer is filtered and the filtrate evaporated to yield 4-met... Run at temperature 70 celsius, time 3 hour. The reactants are ClCC=1C=C(C=C(C1)C(=C)C)N(S(=O)(=O)C)C (N-(3-(chloromethyl)-5-(prop-1-en-2-yl)phenyl)-N-methylmethanesulfonamide), [N-]=[N+]=[N-].[Na+] (NaN3), O (Water), CCOC(=O)C (EtOAc). As a reaction SMILES: Cl[CH2:2][C:3]1[CH:4]=[C:5]([N:12]([CH3:17])[S:13]([CH3:16])(=[O:15])=[O:14])[CH:6]=[C:7]([C:9]([CH3:11])=[CH2:10])[CH:8]=1.[N-:18]=[N+:19]=[N-:20].[Na+].O.CCOC(C)=O>CN(C=O)C>[N:18]([CH2:2][C:3]1[CH:4]=[C:5]([N:12]([CH3:17])[S:13]([CH3:16])(=[O:15])=[O:14])[CH:6]=[C:7]([C:9]([CH3:11])=[CH2:10])[CH:8]=1)=[N+:19]=[N-:20] |f:1.2|. Procedure details: A mixture of crude N-(3-(chloromethyl)-5-(prop-1-en-2-yl)phenyl)-N-methylmethanesulfonamide and 91.2 mg (1.40 mmol) of NaN3 in 4 mL of DMF was stirred at 70° C. for about 3 h. Water and EtOAc were added, and the organic layer was washed with water (2×) and then brine. The aqueous layer was extracted with EtOAc, and the combined extracts were dried over Na2SO4, filtered, and concentrated. Purification by flash silica gel chromatography provided 88.4 mg of N-(3-(azidomethyl)-5-(prop-1-en-2-yl)phen... Run in CN(C)C=O (DMF). The product is N(=[N+]=[N-])CC=1C=C(C=C(C1)C(=C)C)N(S(=O)(=O)C)C (N-(3-(azidomethyl)-5-(prop-1-en-2-yl)phenyl)-N-methylmethanesulfonamide). Starting materials: Cl.NC(C(=O)NCCCCC1=CC=CC=C1)CC1=C2C=NN(C2=C(C(=C1)Cl)OC)S(=O)(=O)C1=CC=CC=C1 (2-Amino-3-(1-benzenesulfonyl-6-chloro-7-methoxy-1H-indazol-4-yl)-N-(4-phenyl-butyl)-propionamide hydrochloride), N1=CC=CC=C1 (pyridine), C1(=CC=CC=C1)S(=O)(=O)Cl (Benzenesulfonyl chloride). Solvent: CCOC(=O)C (EtOAc), ClCCl (dichloromethane). Conditions: time 18 hour. The product is C1(=CC=CC=C1)S(=O)(=O)NC(C(=O)NCCCCC1=CC=CC=C1)CC1=NN(C2=C(C(=CC=C12)Cl)OC)S(=O)(=O)C1=CC=CC=C1 (2-benzenesulfonylamino-3-(1-benzenesulfonyl-6-chloro-7-methoxy-1H-indazolyl)-N-(4-phenyl-butyl)-propionamide). Reaction SMILES: Cl.NC(C[C:18]1[CH:26]=[C:25]([Cl:27])[C:24]([O:28][CH3:29])=[C:23]2[C:19]=1[CH:20]=[N:21][N:22]2[S:30]([C:33]1[CH:38]=[CH:37][CH:36]=[CH:35][CH:34]=1)(=[O:32])=[O:31])C(NCCCCC1C=CC=CC=1)=O.[C:39]1([S:45](Cl)(=[O:47])=[O:46])[CH:44]=[CH:43][CH:42]=[CH:41][CH:40]=1.[N:49]1[CH:54]=[CH:53][CH:52]=[CH:51][CH:50]=1>ClCCl.CCOC(C)=O>[C:39]1([S:45]([NH:22][CH:23]([CH2:19][C:20]2[C:19]3[C:23](=[C:24]([O:28][CH3:29])[C:25]([Cl:27])=[CH:26][CH:18]=3)[N:22]([S:30]([C:33]3[CH:38]=[CH:37][CH:36]=[CH:35][CH:34]=3)(=[O:31])=[O:32])[N:21]=2)[C:24]([NH:49][CH2:54][CH2:53][CH2:52][CH2:51][C:50]2[CH:37]=[CH:38][CH:33]=[CH:34][CH:35]=2)=[O:28])(=[O:47])=[O:46])[CH:44]=[CH:43][CH:42]=[CH:41][CH:40]=1 |f:0.1|. Procedure: 2-Amino-3-(1-benzenesulfonyl-6-chloro-7-methoxy-1H-indazol-4-yl)-N-(4-phenyl-butyl)-propionamide hydrochloride (0.31 g, 0.54 mmol) is dissolved in a mixture of dichloromethane (4 mL) and pyridine (1.5 mL). Benzenesulfonyl chloride (0.12 mL, 0.9 mmol) is added portionwise and the reaction is allowed to stir for a total of 18 h. The reaction is diluted with EtOAc and washed with water, 1N HCl three times, water, brine and dried over MgSO4. The solution is concentrated and purified by column chroma... The reactants are ClC=1C=C2C=C(C(OC2=CC1C(CO)(C)C)C(F)(F)F)C(=O)OCC (ethyl 6-chloro-7-(2-hydroxy-1,1-dimethylethyl)-2-(trifluoromethyl)-2H-chromene-3-carboxylate), [H-].[Na+] (NaH), IC (iodomethane), O (Water). Solvent: CN(C)C=O (DMF). Conditions: time 8 hour. The product is ClC=1C=C2C=C(C(OC2=CC1C(COC)(C)C)C(F)(F)F)C(=O)OCC (ethyl 6-chloro-7-(2-methoxy-1,1-dimethylethyl)-2-(trifluoromethyl)-2H-chromene-3-carboxylate). RXN SMILES: [Cl:1][C:2]1[CH:3]=[C:4]2[C:9](=[CH:10][C:11]=1[C:12]([CH3:16])([CH3:15])[CH2:13][OH:14])[O:8][CH:7]([C:17]([F:20])([F:19])[F:18])[C:6]([C:21]([O:23][CH2:24][CH3:25])=[O:22])=[CH:5]2.[H-].[Na+].I[CH3:29].O>CN(C=O)C>[Cl:1][C:2]1[CH:3]=[C:4]2[C:9](=[CH:10][C:11]=1[C:12]([CH3:15])([CH3:16])[CH2:13][O:14][CH3:29])[O:8][CH:7]([C:17]([F:20])([F:19])[F:18])[C:6]([C:21]([O:23][CH2:24][CH3:25])=[O:22])=[CH:5]2 |f:1.2|. Reported procedure: To a solution of ethyl 6-chloro-7-(2-hydroxy-1,1-dimethylethyl)-2-(trifluoromethyl)-2H-chromene-3-carboxylate (205 mg, 0.584 mmole) in 8 mL of dry DMF was added 86 mg of 60% NaH, and 0.5 mL of iodomethane. The mixture was stirred overnight at room temperature. Water was added, the mixture extracted with DCM, the combined organic extracts dried over Na2SO4, filtered, and evaporated. Chromatography of the residue over silica gel using DCM as eluent gave the title compound, 49 mg, as an oil. Reactants: C1(=CC=C(C=C1)S(=O)(=O)O)C (p-toluenesulphonic acid), NC=1C=C2C(C(NC2=CC1N)=O)(C)C (5,6-diamino-3,3-dimethylindolin-2-one), N1C(=CC=C1)C=O (pyrrole-2-aldehyde). Yields the product crude product, CC1(C(NC2=CC3=C(N=C(N3)C=3NC=CC3)C=C21)=O)C (7,7-Dimethyl-2-(2-pyrrolyl)-6,7-dihydro-3H,5H-pyrrolo[2,3-f]benzimidazol-6-one). Reaction SMILES: [NH2:1][C:2]1[CH:3]=[C:4]2[C:8](=[CH:9][C:10]=1[NH2:11])[NH:7][C:6](=[O:12])[C:5]2([CH3:14])[CH3:13].[NH:15]1[CH:19]=[CH:18][CH:17]=[C:16]1[CH:20]=O.C1(C)C=CC(S(O)(=O)=O)=CC=1>>[CH3:13][C:5]1([CH3:14])[C:4]2[C:8](=[CH:9][C:10]3[NH:11][C:20]([C:16]4[NH:15][CH:19]=[CH:18][CH:17]=4)=[N:1][C:2]=3[CH:3]=2)[NH:7][C:6]1=[O:12]. Procedure: Analogously to Example 2, from 3.8 g. (20 mmol) 5,6-diamino-3,3-dimethylindolin-2-one, 1.9 g. (20 mmol) pyrrole-2-aldehyde and 0.4 g. (2 mmol) p-toluenesulphonic acid, after acidification and evaporation of the reaction mixture, there is obtained the crude product of the title compound. For purification, the residue is worked up with water and the filtrate is neutralised with 2N aqueous ammonia solution and filtered off with suction. The residue is recrystallised from isopropanol with the additi... Run in CCCCC (n-pentane). The reactants are COC1=C(C=C(C=C1)N)C (4-methoxy-3-methyl-phenylamine), C(C)(=O)OCC (ethyl acetate), C(C)(=O)N (acetamide). As a reaction SMILES: [CH3:1][O:2][C:3]1[CH:8]=[CH:7][C:6]([NH2:9])=[CH:5][C:4]=1[CH3:10].[C:11](OCC)(=[O:13])[CH3:12].C(N)(=O)C>CCCCC>[CH3:1][O:2][C:3]1[CH:8]=[CH:7][C:6]([NH:9][C:11](=[O:13])[CH3:12])=[CH:5][C:4]=1[CH3:10]. Product: COC1=C(C=C(C=C1)NC(C)=O)C (N-(4-Methoxy-3-methyl-phenyl)-acetamide). Procedure details: By proceeding in a manner similar to Reference Example 33(a) above but using 4-methoxy-3-methyl-phenylamine (2.07 g, Reference Example 30(u)) and subjecting the reaction product to flash chromatography on silica eluting with a mixture of ethyl acetate and n-pentane (1:1, v/v) there was prepared N-4-methoxy-3-methyl-phenyl)-acetamide (2.65 g) as a pale pink crystalline solid. LC-MS (Method J): RT=2.94 minutes, 180.30 (M+H)+. Starting materials: CC(C)C(C#N)(CCC=O)c1ccccc1, CC=C(C)C, [O-][Cl+][O-], Cl, [Na+], [Na+], O, O=P([O-])(O)O. The product is CC(C)C(C#N)(CCC(=O)O)c1ccccc1. As a reaction SMILES: [CH3:1][CH:2]([CH3:3])[C:4]([C:5]#[N:6])([CH2:7][CH2:8][CH:9]=[O:10])[c:11]1[cH:12][cH:13][cH:14][cH:15][cH:16]1.[CH3:23][C:24](=[CH:25][CH3:26])[CH3:27].[Cl+:28]([O-:29])[O-:30].[ClH:32].[Na+:22].[Na+:31].[OH2:33].[P:17](=[O:18])([O-:19])([OH:20])[OH:21]>>[CH3:1][CH:2]([CH3:3])[C:4]([C:5]#[N:6])([CH2:7][CH2:8][C:9](=[O:10])[OH:18])[c:11]1[cH:12][cH:13][cH:14][cH:15][cH:16]1. Starting materials: C(C)(C)(C)OC(=O)N1N=CC2=C(C(=CC=C12)C(=O)OC(C)(C)C)NC1=C(C=C(C=C1)[Si](C)(C)C)F (4-(2-fluoro-4-trimethylsilanyl-phenylamino)-indazole-1,5-dicarboxylic acid di-tert-butyl ester), BrN1C(CCC1=O)=O (N-bromosuccinimide). Run in C(Cl)Cl (DCM), C(Cl)Cl (DCM), C(Cl)Cl (DCM). Yields the product C(C)(C)(C)OC(=O)N1N=CC2=C(C(=CC=C12)C(=O)OC(C)(C)C)NC1=C(C=C(C=C1)Br)F (4-(4-Bromo-2-fluoro-phenylamino)-indazole-1,5-dicarboxylic acid di-tert-butyl ester). Isolated yield 91.8%. Reaction SMILES: [C:1]([O:5][C:6]([N:8]1[C:16]2[C:11](=[C:12]([NH:24][C:25]3[CH:30]=[CH:29][C:28]([Si](C)(C)C)=[CH:27][C:26]=3[F:35])[C:13]([C:17]([O:19][C:20]([CH3:23])([CH3:22])[CH3:21])=[O:18])=[CH:14][CH:15]=2)[CH:10]=[N:9]1)=[O:7])([CH3:4])([CH3:3])[CH3:2].[Br:36]N1C(=O)CCC1=O>C(Cl)Cl>[C:1]([O:5][C:6]([N:8]1[C:16]2[C:11](=[C:12]([NH:24][C:25]3[CH:30]=[CH:29][C:28]([Br:36])=[CH:27][C:26]=3[F:35])[C:13]([C:17]([O:19][C:20]([CH3:23])([CH3:22])[CH3:21])=[O:18])=[CH:14][CH:15]=2)[CH:10]=[N:9]1)=[O:7])([CH3:4])([CH3:3])[CH3:2]. Procedure details: To a solution of 4-(2-fluoro-4-trimethylsilanyl-phenylamino)-indazole-1,5-dicarboxylic acid di-tert-butyl ester (850 mg, 1.7 mmol) in DCM (10 mL) at −15° C. was added N-bromosuccinimide (303 mg, 1.7 mmol) as a solution in DCM (3 mL) dropwise. The reaction mixture was stirred at −15° C. for 1.25 hours before DCM was added and the solution washed (saturated aqueous NaHCO3 then water), dried (Na2SO4), filtered and concentrated in vacuo. The resultant residue was subjected to flash chromatography (S...